Dataset: the Open Reaction Database (ORD), a public repository of structured organic reaction records. Task: describe an organic reaction: reactants, conditions, products, and yield Starting materials: cyclopropylamine leads, ClC=1C(=C(C(=O)C(C(=O)OCC)=CNC2CC2)C=CC1F)F (ethyl 2-(3-chloro-2,4-difluoro-benzoyl)-3-cyclopropylaminoacrylate), [K] (potassium). Product: ClC=1C(=CC=C2C(C(=CN(C12)C1CC1)C(=O)OCC)=O)F (ethyl 8-chloro-1-cyclopropyl-7-fluoro-1,4-dihydro-4-oxo-3-quinolinecarboxylate). RXN SMILES: [Cl:1][C:2]1[C:3](F)=[C:4]([CH:18]=[CH:19][C:20]=1[F:21])[C:5]([C:7](=[CH:13][NH:14][CH:15]1[CH2:17][CH2:16]1)[C:8]([O:10][CH2:11][CH3:12])=[O:9])=[O:6].[K]>>[Cl:1][C:2]1[C:20]([F:21])=[CH:19][CH:18]=[C:4]2[C:3]=1[N:14]([CH:15]1[CH2:17][CH2:16]1)[CH:13]=[C:7]([C:8]([O:10][CH2:11][CH3:12])=[O:9])[C:5]2=[O:6] |^1:22|. Reported procedure: Reaction of 3-chloro-2,4-difluoro-benzoyl chloride with diethyl malonate gives diethyl (3-chloro-2,4-difluoro-benzoyl)-malonate, and partial hydrolysis and decarboxylation lead to ethyl (3-chloro-2,4-difluoro-benzoyl)-acetate, which is reacted with ethyl orthoformate/acetic anhydride to give ethyl 2-(3-chloro-2,4-difluorobenzoyl)-3-ethoxy-acrylate; further reaction with cyclopropylamine leads to ethyl 2-(3-chloro-2,4-difluoro-benzoyl)-3-cyclopropylaminoacrylate, which is cyclized with potassium ... Reactants: CO, COC(=O)c1ccc(C(C)NC(=O)c2cc(Cl)ccc2COc2ccccc2Cl)cc1, [Na+], [OH-]. Yields the product CC(NC(=O)c1cc(Cl)ccc1COc1ccccc1Cl)c1ccc(C(=O)O)cc1. As a reaction SMILES: [CH3:34][OH:35].[Cl:1][c:2]1[cH:3][cH:4][c:5]([CH2:23][O:24][c:25]2[c:26]([Cl:31])[cH:27][cH:28][cH:29][cH:30]2)[c:6]([C:7](=[O:8])[NH:9][CH:10]([CH3:11])[c:12]2[cH:13][cH:14][c:15]([C:16](=[O:17])[O:18][CH3:19])[cH:20][cH:21]2)[cH:22]1.[Na+:33].[OH-:32]>>[Cl:1][c:2]1[cH:3][cH:4][c:5]([CH2:23][O:24][c:25]2[c:26]([Cl:31])[cH:27][cH:28][cH:29][cH:30]2)[c:6]([C:7](=[O:8])[NH:9][CH:10]([CH3:11])[c:12]2[cH:13][cH:14][c:15]([C:16](=[O:17])[OH:18])[cH:20][cH:21]2)[cH:22]1. Starting materials: N(=[N+]=[N-])C1=NC2=C(N1[C@H]1C[C@H](O)[C@H](O1)CO)C=C(C(=C2)Cl)Cl (2-Azido-5,6-dichloro-1-(2-deoxy-β-D-erythro-pentofuranosyl)benzimidazole). The reagents and catalysts are [Ni] (Ra-Ni). Run in CCO (EtOH). Yields the product NC1=NC2=C(N1[C@H]1C[C@H](O)[C@H](O1)CO)C=C(C(=C2)Cl)Cl (2-Amino-5,6-dichloro-1-(2-deoxy-β-D-erythro-pentofuranosyl)benzimidazole). Reaction SMILES: [N:1]([C:4]1[N:8]([C@@H:9]2[O:14][C@H:13]([CH2:15][OH:16])[C@@H:11]([OH:12])[CH2:10]2)[C:7]2[CH:17]=[C:18]([Cl:22])[C:19]([Cl:21])=[CH:20][C:6]=2[N:5]=1)=[N+]=[N-]>CCO.[Ni]>[NH2:1][C:4]1[N:8]([C@@H:9]2[O:14][C@H:13]([CH2:15][OH:16])[C@@H:11]([OH:12])[CH2:10]2)[C:7]2[CH:17]=[C:18]([Cl:22])[C:19]([Cl:21])=[CH:20][C:6]=2[N:5]=1. Procedure: A mixture of 110b (1.032 g, 3 mmol) and Ra-Ni (0.24 g, wet) in 30 mL of EtOH was hydrogenated (50 psi of H2) at room temperature for 6 hr. The reaction mixture was filtered and the filtrate was evaporated. The residue was suspended in 20 mL of MeCN and the suspension was filtered to give 0.856 g (90%, 2 crops) of 113 as a white solid. Analytical sample (as white needles) was obtained by recrystallization from MeOH/MeCN. MP: 216°-221° C. (dec.). MS: (EI) m/e 317.0340 (37%, M+ =317.0334). 1H NMR (... Reactants: C(C)(C)(C)OC(NC1=CC(=CC=C1)N)=O ((3-aminophenyl)carbamic acid tert-butyl ester), C(C)(=O)O (acetic acid), CN1CCC(CC1)=O (1-methylpiperidin-4-one), C(C)(=O)O[BH-](OC(C)=O)OC(C)=O.[Na+] (sodium triacetoxyborohydride). Run in ClCCl (dichloromethane), ClCCl (dichloromethane). Conditions: time 8 hour. Yields the product C(C)(C)(C)OC(NC1=CC(=CC=C1)NC1CCN(CC1)C)=O ((3-(1-Methylpiperidin-4-ylamino)phenyl)carbamic acid tert-butyl ester). RXN SMILES: [C:1]([O:5][C:6](=[O:15])[NH:7][C:8]1[CH:13]=[CH:12][CH:11]=[C:10]([NH2:14])[CH:9]=1)([CH3:4])([CH3:3])[CH3:2].[CH3:16][N:17]1[CH2:22][CH2:21][C:20](=O)[CH2:19][CH2:18]1.C(O[BH-](OC(=O)C)OC(=O)C)(=O)C.[Na+].C(O)(=O)C>ClCCl>[C:1]([O:5][C:6](=[O:15])[NH:7][C:8]1[CH:13]=[CH:12][CH:11]=[C:10]([NH:14][CH:20]2[CH2:21][CH2:22][N:17]([CH3:16])[CH2:18][CH2:19]2)[CH:9]=1)([CH3:4])([CH3:2])[CH3:3] |f:2.3|. Procedure details: Combine (3-aminophenyl)carbamic acid tert-butyl ester (0.156 g, 0.756 mmol), 1-methylpiperidin-4-one (0.093 mL, 0.756 mmol), sodium triacetoxyborohydride (208 mg, 0.982 mmol), acetic acid (0.043 mL, 0.756 mmol) and dichloromethane (8 mL). Stir at room temperature overnight. Dilute with dichloromethane (5 mL) and wash twice with sodium hydroxide (10 mL 1N aq.). Combine the organic layers and wash with saturated aqueous NaCl (10 mL). Dry over magnesium sulfate, filter under reduced pressure and co... Reactants: COC1=CC2=C(C=C1OC)C=1N(N=C(C1S2)N)C (6,7-dimethoxy-1-methyl-1H-(1)benzothieno[3,2-c]pyrazol-3-amine), Br (hydrobromic acid), [OH-].[NH4+] (ammonium hydroxide). Solvent: O (water). Product: OC1=CC2=C(C=C1O)C=1N(N=C(C1S2)N)C (6,7-dihydroxy-1-methyl-1H-(1)benzothieno[3,2-c]pyrazol-3-amine). As a reaction SMILES: C[O:2][C:3]1[C:8]([O:9]C)=[CH:7][C:6]2[C:11]3[N:12]([CH3:18])[N:13]=[C:14]([NH2:17])[C:15]=3[S:16][C:5]=2[CH:4]=1.Br.[OH-].[NH4+]>O>[OH:2][C:3]1[C:8]([OH:9])=[CH:7][C:6]2[C:11]3[N:12]([CH3:18])[N:13]=[C:14]([NH2:17])[C:15]=3[S:16][C:5]=2[CH:4]=1 |f:2.3|. Procedure details: A solution of 0.1 mole of 6,7-dimethoxy-1-methyl-1H-(1)benzothieno[3,2-c]pyrazol-3-amine in 300 ml. of 48% aqueous hydrobromic acid was refluxed for 3 hours. The warm reaction mixture was poured into 1 liter of water and the aqueous mixture was adjusted to pH 7 using concentrated ammonium hydroxide solution. The precipitate which formed was removed by filtration and recrystallized from N,N-dimethyl formamide/water to give 6,7-dihydroxy-1-methyl-1H-(1)benzothieno[3,2-c]pyrazol-3-amine, m.p. 305°-... Reactants: CC(C)(C)OC(=O)N1CCC(Sc2cc(-c3ccc[nH]3)c3c4c(ccc(F)c24)NC3=O)C1, ClCCl, O=C(O)C(F)(F)F, O. Product: O=C1Nc2ccc(F)c3c(SC4CCNC4)cc(-c4ccc[nH]4)c1c23. RXN SMILES: [C:1]([O:2][C:3](=[O:4])[N:8]1[CH2:9][CH:10]([S:13][c:14]2[cH:15][c:16](-[c:28]3[nH:29][cH:30][cH:31][cH:32]3)[c:17]3[c:25]4[c:20]([cH:21][cH:22][c:23]([F:26])[c:24]24)[NH:19][C:18]3=[O:27])[CH2:11][CH2:12]1)([CH3:5])([CH3:6])[CH3:7].[Cl:41][CH2:42][Cl:43].[F:34][C:35]([F:36])([F:37])[C:38]([OH:39])=[O:40].[OH2:33]>>[NH:8]1[CH2:9][CH:10]([S:13][c:14]2[cH:15][c:16](-[c:28]3[nH:29][cH:30][cH:31][cH:32]3)[c:17]3[c:25]4[c:20]([cH:21][cH:22][c:23]([F:26])[c:24]24)[NH:19][C:18]3=[O:27])[CH2:11][CH2:12]1. Reactants: [BH4-], CO, [Na+], O, CC(C)C(=O)c1cncnc1. The product is CC(C)C(O)c1cncnc1. Reaction SMILES: [BH4-:1].[CH3:15][OH:16].[Na+:2].[OH2:14].[n:3]1[cH:4][n:5][cH:6][c:7]([C:9](=[O:10])[CH:11]([CH3:12])[CH3:13])[cH:8]1>>[n:3]1[cH:4][n:5][cH:6][c:7]([CH:9]([OH:10])[CH:11]([CH3:12])[CH3:13])[cH:8]1.